describe an organic reaction: reactants, conditions, products, and yield From a dataset of the Open Reaction Database (ORD), a public repository of structured organic reaction records. Reactants: F[B-](F)(F)F, CN(C)C=O, CCN(C(C)C)C(C)C, Nc1cccc2c1COC(NC1CCc3ccccc31)=N2, ClCCl, O, O=C(O)Cc1ccc(Cl)cc1, CN(C)C(On1nnc2ccccc21)=[N+](C)C. Product: O=C(Cc1ccc(Cl)cc1)Nc1cccc2c1COC(NC1CCc3ccccc31)=N2. As a reaction SMILES: [B-:21]([F:22])([F:23])([F:24])[F:25].[CH3:67][N:68]([CH3:69])[CH:70]=[O:71].[CH:12]([N:13]([CH2:14][CH3:15])[CH:16]([CH3:17])[CH3:18])([CH3:19])[CH3:20].[CH:43]1([NH:52][C:53]2=[N:58][c:57]3[c:56]([c:62]([NH2:63])[cH:61][cH:60][cH:59]3)[CH2:55][O:54]2)[CH2:44][CH2:45][c:46]2[cH:47][cH:48][cH:49][cH:50][c:51]21.[Cl:64][CH2:65][Cl:66].[OH2:72].[OH:1][C:2](=[O:3])[CH2:4][c:5]1[cH:6][cH:7][c:8]([Cl:9])[cH:10][cH:11]1.[n:26]1([O:27][C:28]([N:29]([CH3:30])[CH3:31])=[N+:32]([CH3:33])[CH3:34])[c:35]2[cH:36][cH:37][cH:38][cH:39][c:40]2[n:41][n:42]1>>[C:2](=[O:3])([CH2:4][c:5]1[cH:6][cH:7][c:8]([Cl:9])[cH:10][cH:11]1)[NH:63][c:62]1[c:56]2[c:57]([cH:59][cH:60][cH:61]1)[N:58]=[C:53]([NH:52][CH:43]1[CH2:44][CH2:45][c:46]3[cH:47][cH:48][cH:49][cH:50][c:51]31)[O:54][CH2:55]2.